This data is from the Open Reaction Database (ORD), a public repository of structured organic reaction records. The task is: describe an organic reaction: reactants, conditions, products, and yield Starting materials: C(C)(C)(C)SCC1=C(OC=2C=C(C=CC2O)CC(=O)O)C=CC(=C1)NC(C(C)(C)C)=O ({3-[2-tert-butylsulfanylmethyl-4-(2,2-dimethyl-propionylamino)-phenoxy]-4-hydroxy-phenyl}-acetic acid), ClC1=CC(=CC=C1)C(=O)OO (3-chloroperbenzoic acid). Product: CC(C(=O)NC1=CC(=C(OC=2C=C(C=CC2O)CC(=O)O)C=C1)CS(=O)C(C)(C)C)(C)C ({3-[4-(2,2-Dimethyl-propionylamino)-2-(2-methyl-propane-2-sulfinylmethyl)-phenoxy]-4-hydroxy-phenyl}-acetic acid). Reaction SMILES: [C:1]([S:5][CH2:6][C:7]1[CH:24]=[C:23]([NH:25][C:26](=[O:31])[C:27]([CH3:30])([CH3:29])[CH3:28])[CH:22]=[CH:21][C:8]=1[O:9][C:10]1[CH:11]=[C:12]([CH2:17][C:18]([OH:20])=[O:19])[CH:13]=[CH:14][C:15]=1[OH:16])([CH3:4])([CH3:3])[CH3:2].ClC1C=CC=C(C(OO)=[O:40])C=1>>[CH3:28][C:27]([CH3:30])([CH3:29])[C:26]([NH:25][C:23]1[CH:22]=[CH:21][C:8]([O:9][C:10]2[CH:11]=[C:12]([CH2:17][C:18]([OH:20])=[O:19])[CH:13]=[CH:14][C:15]=2[OH:16])=[C:7]([CH2:6][S:5]([C:1]([CH3:4])([CH3:3])[CH3:2])=[O:40])[CH:24]=1)=[O:31]. Procedure details: Prepared according to the procedure described in Example 2 using {3-[2-tert-butylsulfanylmethyl-4-(2,2-dimethyl-propionylamino)-phenoxy]-4-hydroxy-phenyl}-acetic acid and 3-chloroperbenzoic acid (1 equivalent). The reactants are NC=1C=C2C(=CNC2=CC1)C1CCN(CC1)C (5-amino-3-(1-methylpiperidin-4-yl)-1H-indole), C1=CC=C2C(=C1)C=CC(=N2)C(=O)O (2-quinaldic acid). The product is N1=C(C=CC2=CC=CC=C12)C(=O)NC=1C=C2C(=CNC2=CC1)C1CCN(CC1)C (5-(2-quinolinoyl)amino-3-(1-methylpiperidin-4-yl)-1H-indole). Isolated yield 91.6%. As a reaction SMILES: [NH2:1][C:2]1[CH:3]=[C:4]2[C:8](=[CH:9][CH:10]=1)[NH:7][CH:6]=[C:5]2[CH:11]1[CH2:16][CH2:15][N:14]([CH3:17])[CH2:13][CH2:12]1.[CH:18]1[CH:23]=[C:22]2[CH:24]=[CH:25][C:26]([C:28](O)=[O:29])=[N:27][C:21]2=[CH:20][CH:19]=1>>[N:27]1[C:21]2[C:22](=[CH:23][CH:18]=[CH:19][CH:20]=2)[CH:24]=[CH:25][C:26]=1[C:28]([NH:1][C:2]1[CH:3]=[C:4]2[C:8](=[CH:9][CH:10]=1)[NH:7][CH:6]=[C:5]2[CH:11]1[CH2:16][CH2:15][N:14]([CH3:17])[CH2:13][CH2:12]1)=[O:29]. Procedure: Beginning with 12.0 mg (0.05 mMol) 5-amino-3-(1-methylpiperidin-4-yl)-1H-indole and 17.0 mg (0.10 mMol) 2-quinaldic acid, 17.6 mg (92%) of the title compound were recovered. Reactants: CN1CCOc2cc(C(=O)O)cnc21, Nc1cnc(OCC(F)(F)F)c(-c2ccc(Cl)c(F)c2)c1. Product: CN1CCOc2cc(C(=O)Nc3cnc(OCC(F)(F)F)c(-c4ccc(Cl)c(F)c4)c3)cnc21. Reaction SMILES: [CH3:22][N:23]1[c:24]2[c:25]([cH:29][c:30]([C:33](=[O:34])[OH:35])[cH:31][n:32]2)[O:26][CH2:27][CH2:28]1.[Cl:1][c:2]1[c:3]([F:21])[cH:4][c:5](-[c:8]2[cH:9][c:10]([NH2:20])[cH:11][n:12][c:13]2[O:14][CH2:15][C:16]([F:17])([F:18])[F:19])[cH:6][cH:7]1>>[Cl:1][c:2]1[c:3]([F:21])[cH:4][c:5](-[c:8]2[cH:9][c:10]([NH:20][C:33]([c:30]3[cH:29][c:25]4[c:24]([n:32][cH:31]3)[N:23]([CH3:22])[CH2:28][CH2:27][O:26]4)=[O:34])[cH:11][n:12][c:13]2[O:14][CH2:15][C:16]([F:17])([F:18])[F:19])[cH:6][cH:7]1. Starting materials: N#Cc1ccc(CBr)cc1, CC(C)(C)N1C(=O)C(NC2CCNCC2)=C(c2ccccc2)S1(=O)=O, c1ccc(CN2CCCN3CCCN=C32)cc1, CN(C)C=O. Yields the product CC(C)(C)N1C(=O)C(NC2CCN(Cc3ccc(C#N)cc3)CC2)=C(c2ccccc2)S1(=O)=O. RXN SMILES: [Br:26][CH2:27][c:28]1[cH:29][cH:30][c:31]([C:32]#[N:33])[cH:34][cH:35]1.[C:1]([CH3:2])([CH3:3])([CH3:4])[N:5]1[S:6](=[O:24])(=[O:25])[C:7]([c:18]2[cH:19][cH:20][cH:21][cH:22][cH:23]2)=[C:8]([NH:11][CH:12]2[CH2:13][CH2:14][NH:15][CH2:16][CH2:17]2)[C:9]1=[O:10].[CH2:36]([N:37]1[CH2:38][CH2:39][CH2:40][N:41]2[CH2:42][CH2:43][CH2:44][N:45]=[C:46]12)[c:47]1[cH:48][cH:49][cH:50][cH:51][cH:52]1.[O:53]=[CH:54][N:55]([CH3:56])[CH3:57]>>[C:1]([CH3:2])([CH3:3])([CH3:4])[N:5]1[S:6](=[O:24])(=[O:25])[C:7]([c:18]2[cH:19][cH:20][cH:21][cH:22][cH:23]2)=[C:8]([NH:11][CH:12]2[CH2:13][CH2:14][N:15]([CH2:27][c:28]3[cH:29][cH:30][c:31]([C:32]#[N:33])[cH:34][cH:35]3)[CH2:16][CH2:17]2)[C:9]1=[O:10]. Starting materials: C(C(=O)Cl)(=O)Cl (oxalic chloride), N1CCCCC2=C1C=CC=C2 (2,3,4,5-tetrahydro-1H-1-benzazepine). Solvent: O1CCCC1 (THF), O1CCCC1 (tetrahydrofuran). Conditions: time 4 hour. Product: C1(C(CCC2CCCC=3C=CN1C23)=O)=O (4,5,6,7-Tetrahydroazepino[3,2,1-hi]indole-1,2-dione). Reaction SMILES: [C:1](Cl)(=[O:5])[C:2](Cl)=[O:3].[NH:7]1[C:13]2[CH:14]=[CH:15][CH:16]=[CH:17][C:12]=2[CH2:11][CH2:10][CH2:9][CH2:8]1>O1CCCC1>[C:1]1(=[O:5])[N:7]2[C:13]3[CH:12]([CH2:17][CH2:16][CH2:15][C:14]=3[CH:9]=[CH:8]2)[CH2:11][CH2:10][C:2]1=[O:3]. Reported procedure: To a solution of oxalic chloride (27.5 ml) in tetrahydrofuran (THF; 500 ml) which was subjected to refluxing with heating, was dropwise added a solution of 2,3,4,5-tetrahydro-1H-1-benzazepine (28.8 g) in THF (100 ml), which was thereafter subjected to stirring for 4 hours as such. After cooled, the solvent was distilled off and the residue was dissolved into carbon disulfide (600 ml), to which then only small portions of aluminium chloride (52.27 g) were added at room temperature with stirring a... Reactants: ClCCl, C1CCOC1, COC(=O)c1[nH]c2cc(S(C)(=O)=O)ccc2c1Sc1ccc(F)cc1F, O=C(Cl)C(=O)Cl, [Li+], N, C1COCCO1, CN(C)C=O, [OH-], O, c1ccccc1. Yields the product CS(=O)(=O)c1ccc2c(Sc3ccc(F)cc3F)c(C(N)=O)[nH]c2c1. As a reaction SMILES: [CH2:42]([Cl:43])[Cl:44].[CH2:57]1[O:58][CH2:59][CH2:60][CH2:61]1.[CH3:1][O:2][C:3](=[O:4])[c:5]1[nH:6][c:7]2[cH:8][c:9]([S:23](=[O:24])(=[O:25])[CH3:26])[cH:10][cH:11][c:12]2[c:13]1[S:14][c:15]1[c:16]([F:22])[cH:17][c:18]([F:21])[cH:19][cH:20]1.[Cl:29][C:30]([C:31]([Cl:32])=[O:33])=[O:34].[Li+:28].[NH3:35].[O:45]1[CH2:46][CH2:47][O:48][CH2:49][CH2:50]1.[O:51]=[CH:52][N:53]([CH3:54])[CH3:55].[OH-:27].[OH2:56].[cH:36]1[cH:37][cH:38][cH:39][cH:40][cH:41]1>>[O:2]=[C:3]([c:5]1[nH:6][c:7]2[cH:8][c:9]([S:23](=[O:24])(=[O:25])[CH3:26])[cH:10][cH:11][c:12]2[c:13]1[S:14][c:15]1[c:16]([F:22])[cH:17][c:18]([F:21])[cH:19][cH:20]1)[NH2:35]. The reactants are COc1cncc(B2OC(C)(C)C(C)(C)O2)c1, CC#N, CC(C)(C)OC(=O)NC(Cc1ccc(-c2cc(OC(c3ccc(Br)cc3)C(F)(F)F)nc(N)n2)cc1)C(=O)O, [Na+], [Na+], O=C([O-])[O-], O. The product is COc1cncc(-c2ccc(C(Oc3cc(-c4ccc(CC(NC(=O)OC(C)(C)C)C(=O)O)cc4)nc(N)n3)C(F)(F)F)cc2)c1. RXN SMILES: [CH3:40][O:41][c:42]1[cH:43][n:44][cH:45][c:46]([B:48]2[O:49][C:50]([CH3:51])([CH3:52])[C:53]([CH3:54])([CH3:55])[O:56]2)[cH:47]1.[CH3:57][C:58]#[N:59].[NH2:1][c:2]1[n:3][c:4]([O:27][CH:28]([C:29]([F:30])([F:31])[F:32])[c:33]2[cH:34][cH:35][c:36]([Br:39])[cH:37][cH:38]2)[cH:5][c:6](-[c:8]2[cH:9][cH:10][c:11]([CH2:14][CH:15]([C:16](=[O:17])[OH:18])[NH:19][C:20](=[O:21])[O:22][C:23]([CH3:24])([CH3:25])[CH3:26])[cH:12][cH:13]2)[n:7]1.[Na+:60].[Na+:61].[O-:62][C:63](=[O:64])[O-:65].[OH2:66]>>[NH2:1][c:2]1[n:3][c:4]([O:27][CH:28]([C:29]([F:30])([F:31])[F:32])[c:33]2[cH:34][cH:35][c:36](-[c:46]3[cH:45][n:44][cH:43][c:42]([O:41][CH3:40])[cH:47]3)[cH:37][cH:38]2)[cH:5][c:6](-[c:8]2[cH:9][cH:10][c:11]([CH2:14][CH:15]([C:16](=[O:17])[OH:18])[NH:19][C:20](=[O:21])[O:22][C:23]([CH3:24])([CH3:25])[CH3:26])[cH:12][cH:13]2)[n:7]1.